The task is: describe an organic reaction: reactants, conditions, products, and yield. This data is from the Open Reaction Database (ORD), a public repository of structured organic reaction records. Reactants: COCCOCCOC, CCN(C(C)C)C(C)C, O=CNc1c(Cl)ncnc1Cl, CCOP(=O)(COCCCON)OCC. Yields the product CCOP(=O)(COCCCONc1ncnc(Cl)c1NC=O)OCC. RXN SMILES: [CH3:36][O:37][CH2:38][CH2:39][O:40][CH2:41][CH2:42][O:43][CH3:44].[CH:27]([N:28]([CH:29]([CH3:30])[CH3:31])[CH2:32][CH3:33])([CH3:34])[CH3:35].[Cl:16][c:17]1[n:18][cH:19][n:20][c:21]([Cl:26])[c:22]1[NH:23][CH:24]=[O:25].[NH2:1][O:2][CH2:3][CH2:4][CH2:5][O:6][CH2:7][P:8]([O:9][CH2:10][CH3:11])([O:12][CH2:13][CH3:14])=[O:15]>>[NH:1]([O:2][CH2:3][CH2:4][CH2:5][O:6][CH2:7][P:8]([O:9][CH2:10][CH3:11])([O:12][CH2:13][CH3:14])=[O:15])[c:21]1[n:20][cH:19][n:18][c:17]([Cl:16])[c:22]1[NH:23][CH:24]=[O:25]. Reactants: N1C=NC=C1 (imidazole), [H-].[Na+] (sodium hydride), ClCCC(=O)NC(C)(C)C1=CC=C(C=C1)Cl (3-chloro-N-[1-(4-chlorophenyl)-1-methylethyl]propionamide). Run in C1CCOC1 (THF), C1CCOC1 (THF). Product: ClC1=CC=C(C=C1)C(C)(C)NC(CCN1C=NC=C1)=O (N-[1-(4-chlorophenyl)-1-methylethyl]-3-(imidazol-1-yl)propionamide). RXN SMILES: [NH:1]1[CH:5]=[CH:4][N:3]=[CH:2]1.[H-].[Na+].Cl[CH2:9][CH2:10][C:11]([NH:13][C:14]([C:17]1[CH:22]=[CH:21][C:20]([Cl:23])=[CH:19][CH:18]=1)([CH3:16])[CH3:15])=[O:12]>C1COCC1>[Cl:23][C:20]1[CH:19]=[CH:18][C:17]([C:14]([NH:13][C:11](=[O:12])[CH2:10][CH2:9][N:1]2[CH:5]=[CH:4][N:3]=[CH:2]2)([CH3:16])[CH3:15])=[CH:22][CH:21]=1 |f:1.2|. Reported procedure: In a similar manner to Example 52c a mixture of imidazole (1.05 g) and sodium hydride (0.63 g, 60% dispersion) in THF (35 ml) was treated with 3-chloro-N-[1-(4-chlorophenyl)-1-methylethyl]propionamide (4.0 g) in THF (15 ml) to give N-[1-(4-chlorophenyl)-1-methylethyl]-3-(imidazol-1-yl)propionamide which was used directly in part (c). Reactants: BrC1=CC=CC(=N1)C(=O)O (6-Bromo-pyridine-2-carboxylic acid), FC1=CC=C(C=C1)B(O)O (4-fluoro-phenylboronic acid). Yields the product FC1=CC=C(C=C1)C1=CC=CC(=N1)C(=O)O (6-(4-Fluoro-phenyl)-pyridine-2-carboxylic acid). As a reaction SMILES: Br[C:2]1[N:7]=[C:6]([C:8]([OH:10])=[O:9])[CH:5]=[CH:4][CH:3]=1.[F:11][C:12]1[CH:17]=[CH:16][C:15](B(O)O)=[CH:14][CH:13]=1>>[F:11][C:12]1[CH:17]=[CH:16][C:15]([C:2]2[N:7]=[C:6]([C:8]([OH:10])=[O:9])[CH:5]=[CH:4][CH:3]=2)=[CH:14][CH:13]=1. Reported procedure: 6-Bromo-pyridine-2-carboxylic acid (1 g, 4.95 mmol) was coupled 4-fluoro-phenylboronic acid (693 mg, 4.95 mmol) acid using Method F to give the title compound. Conditions: temperature 100 celsius. Procedure details: [5-(5-Bromo-1H-pyrrolo[2,3-b]pyridin-3-ylmethyl)-6-fluoro-pyridin-2-yl]-(5-fluoro-2-methoxy-pyridin-3-ylmethyl)-amine (P-1497, 1 equivalent) is dissolved in 25 mL of dioxane in a sealable vial. Cesium carbonate (2.1 equivalents), copper(I) iodide (1.5 equivalents), acetamide (174, 22 equivalents) and N,N′-dimethylethylenediamine (17 equivalents) are added. The vial is sealed and heated at 100° C. overnight. The reaction is added to ethyl acetate and brine and extracted. The organic layer is conc... Reactants: C([O-])([O-])=O.[Cs+].[Cs+] (Cesium carbonate), C(C)(=O)N (acetamide), CNCCNC (N,N′-dimethylethylenediamine), BrC=1C=C2C(=NC1)NC=C2CC=2C=CC(=NC2F)NCC=2C(=NC=C(C2)F)OC ([5-(5-bromo-1H-pyrrolo[2,3-b]pyridin-3-ylmethyl)-6-fluoro-pyridin-2-yl]-(5-fluoro-2-methoxy-pyridin-3-ylmethyl)-amine). Product: FC1=NC(=CC=C1CC1=CNC2=NC=C(C=C21)NC(C)=O)NCC=2C(=NC=C(C2)F)OC (N-(3-{2-fluoro-6-[(5-fluoro-2-methoxy-pyridin-3-ylmethyl)-amino]-pyridin-3-ylmethyl}-1H-pyrrolo[2,3-b]pyridin-5-yl)-acetamide). The solvent is [Cl-].[Na+].O (brine), C(C)(=O)OCC (ethyl acetate), O1CCOCC1 (dioxane). Reaction SMILES: Br[C:2]1[CH:3]=[C:4]2[C:10]([CH2:11][C:12]3[CH:13]=[CH:14][C:15]([NH:19][CH2:20][C:21]4[C:22]([O:28][CH3:29])=[N:23][CH:24]=[C:25]([F:27])[CH:26]=4)=[N:16][C:17]=3[F:18])=[CH:9][NH:8][C:5]2=[N:6][CH:7]=1.C(=O)([O-])[O-].[Cs+].[Cs+].[C:36]([NH2:39])(=[O:38])[CH3:37].CNCCNC>O1CCOCC1.[Cl-].[Na+].O.[Cu]I.C(OCC)(=O)C>[F:18][C:17]1[C:12]([CH2:11][C:10]2[C:4]3[C:5](=[N:6][CH:7]=[C:2]([NH:39][C:36](=[O:38])[CH3:37])[CH:3]=3)[NH:8][CH:9]=2)=[CH:13][CH:14]=[C:15]([NH:19][CH2:20][C:21]2[C:22]([O:28][CH3:29])=[N:23][CH:24]=[C:25]([F:27])[CH:26]=2)[N:16]=1 |f:1.2.3,7.8.9|. Reagents/catalysts: [Cu]I (copper(I) iodide). The reactants are ClC1=NC(=CC(=N1)C(=O)OC)N[C@H](C(=O)OC)C ((S)-methyl 2-chloro-6-((1-methoxy-1-oxopropan-2-yl)amino)pyrimidine-4-carboxylate), CO (methanol), N (ammonia). Yields the product ClC1=NC=CC(=N1)C(=O)N (2-chloropyrimidine-4-carboxamide). The yield is 89.0%. RXN SMILES: [Cl:1][C:2]1[N:7]=[C:6]([C:8]([O:10]C)=O)[CH:5]=[C:4](N[C@@H](C)C(OC)=O)[N:3]=1.CO.[NH3:21]>>[Cl:1][C:2]1[N:7]=[C:6]([C:8]([NH2:21])=[O:10])[CH:5]=[CH:4][N:3]=1. Procedure: A solution of the (S)-methyl 2-chloro-6-((1-methoxy-1-oxopropan-2-yl)amino)pyrimidine-4-carboxylate (3.719 g, 13.59 mmol) in 7M ammonia in methanol (20 mL, 140 mmol) was heated in a sealed tube for 3 days at 50° C. After cooling, the precipitated solid was filtered off and rinsed with MeOH (2×5 mL) then dried under vacuum at 40° C. to give (S)-6-(1-amino-1-oxopropan-2-yl)amino)-2-chloropyrimidine-4-carboxamide as a pale yellow powder (2.946 g, 12.09 mmol, 89% yield). LC/MS: m/z=244.2 [M+H]+. Starting materials: C(C(S)CC(=O)O)(=O)O (thiomalic acid), C1CCC2=NCCCN2CC1 (DBU), S(=O)(=O)(C)O (MsOH), N[C@@H](CCC(OC(C)(C)C)=O)C(=O)N[C@@H](CC1=CC=C(C=C1)OC(C)(C)C)C(=O)N[C@@H](CC(C)C)C(=O)OCC1=CC=CC=C1 (H-Glu(OtBu)-Tyr(tBu)-Leu-OBzl), C=1C=CC2=C(C1)N=NN2O (HOBt), N([C@@H](CCC(OC(C)(C)C)=O)C(=O)O)C(=O)OCC1C2=CC=CC=C2C2=CC=CC=C12 (Fmoc-Glu(OtBu)-OH), CCN=C=NCCCN(C)C.Cl (EDC.HCl). Solvent: [Cl-].[Na+].O (brine), C(Cl)(Cl)Cl (chloroform), C(Cl)(Cl)Cl (chloroform), C(Cl)(Cl)Cl (chloroform). Conditions: time 8 hour. Yields the product N[C@@H](CCC(OC(C)(C)C)=O)C(=O)N[C@@H](CCC(OC(C)(C)C)=O)C(=O)N[C@@H](CC1=CC=C(C=C1)OC(C)(C)C)C(=O)N[C@@H](CC(C)C)C(=O)OCC1=CC=CC=C1 (H-Glu(OtBu)-Glu(OtBu)-Tyr(tBu)-Leu-OBzl). Reaction SMILES: [NH2:1][C@H:2]([C:12]([NH:14][C@H:15]([C:28]([NH:30][C@H:31]([C:36]([O:38][CH2:39][C:40]1[CH:45]=[CH:44][CH:43]=[CH:42][CH:41]=1)=[O:37])[CH2:32][CH:33]([CH3:35])[CH3:34])=[O:29])[CH2:16][C:17]1[CH:22]=[CH:21][C:20]([O:23][C:24]([CH3:27])([CH3:26])[CH3:25])=[CH:19][CH:18]=1)=[O:13])[CH2:3][CH2:4][C:5](=[O:11])[O:6][C:7]([CH3:10])([CH3:9])[CH3:8].C1C=CC2N(O)N=NC=2C=1.[NH:56](C(OCC1C2C(=CC=CC=2)C2C1=CC=CC=2)=O)[C@H:57]([C:67](O)=[O:68])[CH2:58][CH2:59][C:60](=[O:66])[O:61][C:62]([CH3:65])([CH3:64])[CH3:63].CCN=C=NCCCN(C)C.Cl.C(O)(=O)C(CC(O)=O)S.C1CCN2C(=NCCC2)CC1.S(O)(C)(=O)=O>[Cl-].[Na+].O.C(Cl)(Cl)Cl>[NH2:56][C@H:57]([C:67]([NH:1][C@H:2]([C:12]([NH:14][C@H:15]([C:28]([NH:30][C@H:31]([C:36]([O:38][CH2:39][C:40]1[CH:45]=[CH:44][CH:43]=[CH:42][CH:41]=1)=[O:37])[CH2:32][CH:33]([CH3:35])[CH3:34])=[O:29])[CH2:16][C:17]1[CH:18]=[CH:19][C:20]([O:23][C:24]([CH3:25])([CH3:26])[CH3:27])=[CH:21][CH:22]=1)=[O:13])[CH2:3][CH2:4][C:5](=[O:11])[O:6][C:7]([CH3:8])([CH3:9])[CH3:10])=[O:68])[CH2:58][CH2:59][C:60](=[O:66])[O:61][C:62]([CH3:64])([CH3:65])[CH3:63] |f:3.4,8.9.10|. Procedure details: To the chloroform solution (30 ml) of H-Glu(OtBu)-Tyr(tBu)-Leu-OBzl was added HOBt (68 mg, 0.50 mmol), Fmoc-Glu(OtBu)-OH (468 mg, 1.10 mmol) and EDC.HCl (232 mg, 1.21 mmol) were added under ice-cooling, and the mixture was stirred at room temperature overnight. After completion of the reaction, the solvent was evaporated under reduced pressure until the mixture became 15 mL, to the concentrated solution were added under ice-cooling thiomalic acid (450 mg, 3.00 mmol) and DBU (1.34 mL, 9.00 mmol),...